Dataset: the Open Reaction Database (ORD), a public repository of structured organic reaction records. Task: describe an organic reaction: reactants, conditions, products, and yield The reactants are FC=1C(=C(C=NC1)C1=NC(=C2C=C(N=CC2=C1)NC(OC(C)(C)C)=O)C)C (tert-butyl 7-(5-fluoro-4-methylpyridin-3-yl)-5-methyl-2,6-naphthyridin-3-ylcarbamate), FC(C(=O)O)(F)F (trifluoroacetic acid). Run in ClCCCl (1,2-dichloroethane). Conditions: temperature 40 celsius, time 2 hour. Yields the product FC=1C(=C(C=NC1)C1=NC(=C2C=C(N=CC2=C1)N)C)C (7-(5-fluoro-4-methylpyridin-3-yl)-5-methyl-2,6-naphthyridin-3-amine). Yield: 99.4%. RXN SMILES: [F:1][C:2]1[C:3]([CH3:27])=[C:4]([C:8]2[CH:17]=[C:16]3[C:11]([CH:12]=[C:13]([NH:18]C(=O)OC(C)(C)C)[N:14]=[CH:15]3)=[C:10]([CH3:26])[N:9]=2)[CH:5]=[N:6][CH:7]=1.FC(F)(F)C(O)=O>ClCCCl>[F:1][C:2]1[C:3]([CH3:27])=[C:4]([C:8]2[CH:17]=[C:16]3[C:11]([CH:12]=[C:13]([NH2:18])[N:14]=[CH:15]3)=[C:10]([CH3:26])[N:9]=2)[CH:5]=[N:6][CH:7]=1. Procedure details: A suspension of tert-butyl 7-(5-fluoro-4-methylpyridin-3-yl)-5-methyl-2,6-naphthyridin-3-ylcarbamate (110 mg, 0.30 mmol) in 1,2-dichloroethane (2 mL) was treated with trifluoroacetic acid (0.23 mL, 3.0 mmol), and the mixture was stirred at 40° C. for 2 hours. The mixture was concentrated in vacuo and then diluted with dichloromethane (50 mL) and washed with saturated aqueous sodium bicarbonate solution (10 mL). The organic layer was separated, dried over sodium sulfate, filtered, and evaporated ... Product: CS(=O)(=O)c1nc2cc(Oc3ccc(Cl)cc3Cl)c(Cl)cc2[nH]1. Reaction SMILES: [C:1]([O:2][OH:4])(=[O:3])[CH3:5].[CH3:28][C:29](=[O:30])[OH:31].[Cl:6][c:7]1[cH:8][c:9]2[c:10]([n:11][c:12]([S:14][CH3:15])[nH:13]2)[cH:16][c:17]1[O:18][c:19]1[c:20]([Cl:26])[cH:21][c:22]([Cl:25])[cH:23][cH:24]1.[OH2:27]>>[O:3]=[S:14]([c:12]1[n:11][c:10]2[c:9]([cH:8][c:7]([Cl:6])[c:17]([O:18][c:19]3[c:20]([Cl:26])[cH:21][c:22]([Cl:25])[cH:23][cH:24]3)[cH:16]2)[nH:13]1)([CH3:15])=[O:27]. Reactants: CC(=O)OO, CC(=O)O, CSc1nc2cc(Oc3ccc(Cl)cc3Cl)c(Cl)cc2[nH]1, O. Starting materials: C(=O)(O)[O-].[Na+] (NaHCO3), C(C)OC(=O)C1=NC(=NO1)C1=CC=NC=C1 (3-pyridin-4-yl-[1,2,4]oxadiazole-5-carboxylic acid ethyl ester), C(CCCC)C1CCC(CC1)N (4-pentylcyclohexylamine), C(C)[Al](CC)CC (triethylaluminium), solution. Solvent: C(Cl)Cl (CH2Cl2), C1(=CC=CC=C1)C (toluene), hexanes. Reaction conditions: time 18 hour. Product: C(CCCC)C1CCC(CC1)NC(=O)C1=NC(=NO1)C1=CC=NC=C1 (3-Pyridin-4-yl-[1,2,4]oxadiazole-5-carboxylic acid (4-pentylcyclohexyl)amide). Reaction SMILES: C(O[C:4]([C:6]1[O:10][N:9]=[C:8]([C:11]2[CH:16]=[CH:15][N:14]=[CH:13][CH:12]=2)[N:7]=1)=[O:5])C.[CH2:17]([CH:22]1[CH2:27][CH2:26][CH:25]([NH2:28])[CH2:24][CH2:23]1)[CH2:18][CH2:19][CH2:20][CH3:21].C([Al](CC)CC)C.C([O-])(O)=O.[Na+]>C1(C)C=CC=CC=1.C(Cl)Cl>[CH2:17]([CH:22]1[CH2:23][CH2:24][CH:25]([NH:28][C:4]([C:6]2[O:10][N:9]=[C:8]([C:11]3[CH:12]=[CH:13][N:14]=[CH:15][CH:16]=3)[N:7]=2)=[O:5])[CH2:26][CH2:27]1)[CH2:18][CH2:19][CH2:20][CH3:21] |f:3.4|. Procedure: A solution of 3-pyridin-4-yl-[1,2,4]oxadiazole-5-carboxylic acid ethyl ester (50.5 mg, 0.23 mmol) and 4-pentylcyclohexylamine (39 mg, 0.23 mmol) in anhydrous toluene (2 ml) was treated with triethylaluminium (345 μl of a 2M solution in hexanes, 0.69 mmol). After stirring at rt for 18 h, saturated aqueous NaHCO3 (2 ml) was added and the mixture diluted with CH2Cl2 (25 ml). The organic phase was separated, washed with brine (5 ml) and dried (MgSO4). The solvent was evaporated and the residue purif... The reactants are C/C(=C(/C(=O)[O-])\C)/C(=O)[O-] (dimethylmaleate), CO (methanol), CNC(=O)N (methyl urea). Solvent: C1(=CC=CC=C1O)C (cresol). Product: CN1C(=O)NC(=O)C1=CC(=O)OC (1-methyl-5-(methoxycarbonyl-methylene)-hydantoin). RXN SMILES: C/[C:2](/[C:8]([O-:10])=O)=[C:3](\C)/[C:4]([O-:6])=[O:5].[CH3:11]O.[CH3:13][NH:14][C:15]([NH2:17])=[O:16]>C1(C)C(O)=CC=CC=1>[CH3:13][N:14]1[C:2](=[CH:3][C:4]([O:6][CH3:11])=[O:5])[C:8](=[O:10])[NH:17][C:15]1=[O:16]. Reported procedure: Proceeding in a similar manner to Example 3, 222 g of methyl urea were dissolved in 1000 g of cresol, and 432 g of dimethylmaleate were added. After termination of the reaction during which 92 g of methanol were liberated, and after gas chromatographic analysis showed 95% conversion of the reactants, the cresol was distilled off and the residue fractionated under vacuum. The main fraction distilling over at 140° to 143° C/0.06 Torr was recrystallised from ethyl acetate. The identity of the pure ... Starting materials: Cn1ccnc1, O=P(C(F)(F)C(F)(F)F)(C(F)(F)C(F)(F)F)C(F)(F)C(F)(F)F, OCCCC(F)=C(F)F, c1ccccc1. Product: Cn1cc[n+](CCCC(F)=C(F)F)c1, O=P([O-])(C(F)(F)C(F)(F)F)C(F)(F)C(F)(F)F. RXN SMILES: [CH3:24][n:25]1[cH:26][n:27][cH:28][cH:29]1.[F:1][C:2]([F:3])([C:4]([F:5])([F:6])[F:7])[P:8]([C:9]([C:10]([F:11])([F:12])[F:13])([F:14])[F:15])([C:16]([C:17]([F:18])([F:19])[F:20])([F:21])[F:22])=[O:23].[F:30][C:31]([CH2:32][CH2:33][CH2:34][OH:35])=[C:36]([F:37])[F:38].[cH:39]1[cH:40][cH:41][cH:42][cH:43][cH:44]1>>[CH3:24][n:25]1[cH:26][n+:27]([CH2:34][CH2:33][CH2:32][C:31]([F:30])=[C:36]([F:37])[F:38])[cH:28][cH:29]1.[P:8]([C:9]([C:10]([F:11])([F:12])[F:13])([F:14])[F:15])([C:16]([C:17]([F:18])([F:19])[F:20])([F:21])[F:22])([O-:23])=[O:35]. RXN SMILES: [BH3:24].[C:1]([CH3:2])([CH3:3])([CH3:4])[O:5][C:6]([CH2:7][CH:8]([C:9](=[O:10])[OH:11])[CH2:12][CH:13]([CH2:14][CH2:15][CH2:16][CH2:17][CH3:18])[CH3:19])=[O:20].[CH2:25]1[O:26][CH2:27][CH2:28][CH2:29]1.[CH3:21][S:22][CH3:23]>>[C:1]([CH3:2])([CH3:3])([CH3:4])[O:5][C:6]([CH2:7][CH:8]([CH2:9][OH:10])[CH2:12][CH:13]([CH2:14][CH2:15][CH2:16][CH2:17][CH3:18])[CH3:19])=[O:20]. Reactants: B, CCCCCC(C)CC(CC(=O)OC(C)(C)C)C(=O)O, C1CCOC1, CSC. Yields the product CCCCCC(C)CC(CO)CC(=O)OC(C)(C)C. Starting materials: FC(C(=O)O)(F)F (trifluoroacetic acid), C(CCC)[Sn](C=C)(CCCC)CCCC (tributyl(vinyl)tin), BrC=1C(=C(C=CC1)NC(OC(C)(C)C)=O)F (1,1-dimethylethyl (3-bromo-2-fluorophenyl)carbamate), 2,6-ditert-4-methylphenol. Reagents/catalysts: C=1C=CC(=CC1)[P](C=2C=CC=CC2)(C=3C=CC=CC3)[Pd]([P](C=4C=CC=CC4)(C=5C=CC=CC5)C=6C=CC=CC6)([P](C=7C=CC=CC7)(C=8C=CC=CC8)C=9C=CC=CC9)[P](C=1C=CC=CC1)(C=1C=CC=CC1)C=1C=CC=CC1 (Tetrakis(triphenylphosphine)palladium(0)). The solvent is C1(=CC=CC=C1)C (toluene), ClCCl (dichloromethane). The product is C(=C)C=1C(=C(N)C=CC1)F (3-ethenyl-2-fluoroaniline). Isolated yield 58.0%. RXN SMILES: Br[C:2]1[C:3]([F:16])=[C:4]([NH:8]C(=O)OC(C)(C)C)[CH:5]=[CH:6][CH:7]=1.[CH2:17]([Sn](CCCC)(CCCC)C=C)[CH2:18]CC.FC(F)(F)C(O)=O>C1(C)C=CC=CC=1.ClCCl.C1C=CC([P]([Pd]([P](C2C=CC=CC=2)(C2C=CC=CC=2)C2C=CC=CC=2)([P](C2C=CC=CC=2)(C2C=CC=CC=2)C2C=CC=CC=2)[P](C2C=CC=CC=2)(C2C=CC=CC=2)C2C=CC=CC=2)(C2C=CC=CC=2)C2C=CC=CC=2)=CC=1>[CH:17]([C:2]1[C:3]([F:16])=[C:4]([CH:5]=[CH:6][CH:7]=1)[NH2:8])=[CH2:18] |^1:52,54,73,92|. Reported procedure: A solution of 1,1-dimethylethyl (3-bromo-2-fluorophenyl)carbamate (500 mg, 1.72 mmol) and 2,6-ditert-4-methylphenol (3 mg, 0.02 mmol) in toluene (3 mL) was deoxygenated for 10 minutes. Tetrakis(triphenylphosphine)palladium(0) (100 mg, 0.09 mmol) and tributyl(vinyl)tin (708 μl, 2.43 mmol) were added to the solution, which was then stirred at refluxed for 4 hrs. The mixture was cooled to room temperature, and then filtered through a pad of celite. The filtrate was concentrated in-vacuo to afford a...